From a dataset of the Open Reaction Database (ORD), a public repository of structured organic reaction records. describe an organic reaction: reactants, conditions, products, and yield The reactants are ClCC(OC)OC (2-Chloro-1,1-dimethoxyethane), C1(CCCCC1)N (cyclohexanamine), [OH-].[Na+] (sodium hydroxide). The solvent is O (water). Reaction conditions: temperature 120 celsius, time 10 minute. The product is COC(CNC1CCCCC1)OC (N-(2,2-Dimethoxyethyl)cyclohexanamine). As a reaction SMILES: Cl[CH2:2][CH:3]([O:6][CH3:7])[O:4][CH3:5].[CH:8]1([NH2:14])[CH2:13][CH2:12][CH2:11][CH2:10][CH2:9]1.[OH-].[Na+]>O>[CH3:5][O:4][CH:3]([O:6][CH3:7])[CH2:2][NH:14][CH:8]1[CH2:13][CH2:12][CH2:11][CH2:10][CH2:9]1 |f:2.3|. Reported procedure: 2-Chloro-1,1-dimethoxyethane (206 mL) was treated with cyclohexanamine (575 mL) and the mixture was heated at 120° C. for 24 h under an atmosphere of nitrogen before being cooled to room temperature. A solution of sodium hydroxide (100 g) in 400 mL water was added, the mixture was stirred at room temperature for 10 min and then the layers were separated. The organic fraction was purified by distillation under reduced pressure (b.p. 105-107° C., 13 mm Hg) to give the title compound as a colourles... Reactants: F[B-](F)(F)F, N#CCC(N)=O, CCOc1c(C=[N+](C)C)c2ccccc2n1Cc1ccccc1, CO, C[O-], [Na+]. Product: CCOc1c(C=C(C#N)C(N)=O)c2ccccc2n1Cc1ccccc1. RXN SMILES: [B-:10]([F:11])([F:12])([F:13])[F:14].[C:1](#[N:2])[CH2:3][C:4](=[O:5])[NH2:6].[CH2:15]([c:16]1[cH:17][cH:18][cH:19][cH:20][cH:21]1)[n:22]1[c:23]([O:35][CH2:36][CH3:37])[c:24]([CH:31]=[N+:32]([CH3:33])[CH3:34])[c:25]2[cH:26][cH:27][cH:28][cH:29][c:30]12.[CH3:38][OH:39].[CH3:7][O-:8].[Na+:9]>>[C:1](#[N:2])[C:3]([C:4](=[O:5])[NH2:6])=[CH:31][c:24]1[c:23]([O:35][CH2:36][CH3:37])[n:22]([CH2:15][c:16]2[cH:17][cH:18][cH:19][cH:20][cH:21]2)[c:30]2[c:25]1[cH:26][cH:27][cH:28][cH:29]2.